This data is from the Open Reaction Database (ORD), a public repository of structured organic reaction records. The task is: describe an organic reaction: reactants, conditions, products, and yield The solvent is CN(C)C=O (DMF). Reaction SMILES: [Cl:1][C:2]1[CH:3]=[C:4]([C:10]2[C:14]([C:15]([OH:17])=O)=[CH:13][O:12][N:11]=2)[CH:5]=[CH:6][C:7]=1[O:8][CH3:9].C(N(C(C)C)C(C)C)C.CN(C(ON1N=NC2C=CC=CC1=2)=[N+](C)C)C.[B-](F)(F)(F)F.[NH:49]1[CH2:53][CH2:52][CH:51]([C:54]2[CH:55]=[N:56][CH:57]=[CH:58][CH:59]=2)[CH2:50]1>CN(C=O)C>[Cl:1][C:2]1[CH:3]=[C:4]([C:10]2[C:14]([C:15]([N:49]3[CH2:53][CH2:52][CH:51]([C:54]4[CH:55]=[N:56][CH:57]=[CH:58][CH:59]=4)[CH2:50]3)=[O:17])=[CH:13][O:12][N:11]=2)[CH:5]=[CH:6][C:7]=1[O:8][CH3:9] |f:2.3|. Yield: 65.1%. Product: ClC=1C=C(C=CC1OC)C1=NOC=C1C(=O)N1CC(CC1)C=1C=NC=CC1 (3-(1-{[3-(3-chloro-4-methoxyphenyl)isoxazol-4-yl]carbonyl}pyrrolidin-3-yl)pyridine). Starting materials: ClC=1C=C(C=CC1OC)C1=NOC=C1C(=O)O (3-(3-chloro-4-methoxyphenyl)isoxazole-4-carboxylic acid), C(C)N(C(C)C)C(C)C (N-ethyl-N-isopropylpropan-2-amine), CN(C)C(=[N+](C)C)ON1C2=C(C=CC=C2)N=N1.[B-](F)(F)(F)F (TBTU), N1CC(CC1)C=1C=NC=CC1 (3-pyrrolidin-3-ylpyridine). Procedure details: A solution of 3-(3-chloro-4-methoxyphenyl)isoxazole-4-carboxylic acid (10 mg, 0.04 mmol), N-ethyl-N-isopropylpropan-2-amine (14 μL, 0.08 mmol, 2 equ.) and TBTU (15 mg, 0.046 mmol, 1.2 equ.) in DMF (0.3 mL) was added to 3-pyrrolidin-3-ylpyridine (6 mg, 0.04 mmol). After 1 h at rt the crude product was purified by RP-HPLC. The pure fractions were basified (NaHCO3) and extracted with ethyl acetate, dried (Na2SO4), evaporated and dried in vacuum to yield the title compound (10 mg). MS (ESI, pos. ion... The reactants are Cc1ccc(B(O)O)cc1, [Na+], CC(=O)[O-], CC(=O)[O-], [OH-], O, Oc1ccc(I)cc1, [Pd+2]. Product: Cc1ccc(-c2ccc(O)cc2)cc1. As a reaction SMILES: [CH3:9][c:10]1[cH:11][cH:12][c:13]([B:16]([OH:17])[OH:18])[cH:14][cH:15]1.[Na+:20].[O-:23][C:24]([CH3:25])=[O:26].[O-:27][C:28]([CH3:29])=[O:30].[OH-:19].[OH2:21].[OH:1][c:2]1[cH:3][cH:4][c:5]([I:6])[cH:7][cH:8]1.[Pd+2:22]>>[OH:1][c:2]1[cH:3][cH:4][c:5](-[c:13]2[cH:12][cH:11][c:10]([CH3:9])[cH:15][cH:14]2)[cH:7][cH:8]1. The reactants are C(C)(C)(C)OC(NC1(CCC1)C1=CC=C(C=C1)C(C(C1=CC=CC=C1)Br)=O)=O ({1-[4-(2-bromo-2-phenyl-acetyl)-phenyl]-cyclobutyl}-carbamic acid tert-butyl ester), NC1=NC=CC(=C1)C#N (2-amino-4-cyanopyridine), NC1=NC=CC(=C1)C#N (2-amino-4-cyanopyridine). The solvent is C(C)O (ethanol). The product is C(C)(C)(C)OC(NC1(CCC1)C1=CC=C(C=C1)C=1N=C2N(C=CC(=C2)C#N)C1C1=CC=CC=C1)=O ({1-[4-(7-cyano-3-phenyl-imidazo[1,2-a]pyridin-2-yl)-phenyl]-cyclobutyl}-carbamic acid tert-butyl ester). The yield is 21.6%. Reaction SMILES: [C:1]([O:5][C:6](=[O:28])[NH:7][C:8]1([C:12]2[CH:17]=[CH:16][C:15]([C:18](=O)[CH:19](Br)[C:20]3[CH:25]=[CH:24][CH:23]=[CH:22][CH:21]=3)=[CH:14][CH:13]=2)[CH2:11][CH2:10][CH2:9]1)([CH3:4])([CH3:3])[CH3:2].[NH2:29][C:30]1[CH:35]=[C:34]([C:36]#[N:37])[CH:33]=[CH:32][N:31]=1>C(O)C>[C:1]([O:5][C:6](=[O:28])[NH:7][C:8]1([C:12]2[CH:17]=[CH:16][C:15]([C:18]3[N:29]=[C:30]4[CH:35]=[C:34]([C:36]#[N:37])[CH:33]=[CH:32][N:31]4[C:19]=3[C:20]3[CH:25]=[CH:24][CH:23]=[CH:22][CH:21]=3)=[CH:14][CH:13]=2)[CH2:11][CH2:10][CH2:9]1)([CH3:4])([CH3:3])[CH3:2]. Reported procedure: A mixture of {1-[4-(2-bromo-2-phenyl-acetyl)-phenyl]-cyclobutyl}-carbamic acid tert-butyl ester [Int-1-A] (2.65 g, 5.69 mmol), 2-amino-4-cyanopyridine (1.42 g, 11.9 mmol, 2 equiv) and powdered activated 3 Å molecular sieves (10 g) in ethanol (22 mL) was heated for 4 h at the reflux temperature. The reaction mixture was cooled to room temperature, additional 2-amino-4-cyanopyridine (0.71 g, 6.0 mmol, 1 equiv) was added, and the resulting mixture was heated at the reflux temperature for 5 h. The r... The reactants are Cl[C@@H]1[C@@H]2[C@]3(C=CC(C=C3CC[C@H]2[C@@H]2C[C@@H]([C@](C(CO)=O)([C@]2(C1)C)OC(CC)=O)C)=O)C (11β-chloro-21-hydroxy-16β-methyl-17-propionyloxypregna-1,4-diene-3,20-dione), O (water), Cl (hydrochloric acid), C(CC)(=O)Cl (propionyl chloride). The solvent is N1=CC=CC=C1 (pyridine). The product is Cl[C@@H]1[C@@H]2[C@]3(C=CC(C=C3CC[C@H]2[C@@H]2C[C@@H]([C@](C(COC(CC)=O)=O)([C@]2(C1)C)OC(CC)=O)C)=O)C (11β-Chloro-16β-methyl-17,21-dipropionyloxypregna-1,4-diene-3,20-dione), ( K ). RXN SMILES: [Cl:1][C@H:2]1[CH2:22][C@@:21]2([CH3:23])[C@@H:13]([CH2:14][C@H:15]([CH3:29])[C@:16]2([O:24][C:25](=[O:28])[CH2:26][CH3:27])[C:17](=[O:20])[CH2:18][OH:19])[C@H:12]2[C@H:3]1[C@:4]1([CH3:31])[C:9]([CH2:10][CH2:11]2)=[CH:8][C:7](=[O:30])[CH:6]=[CH:5]1.[C:32](Cl)(=[O:35])[CH2:33][CH3:34].O.Cl>N1C=CC=CC=1>[Cl:1][C@H:2]1[CH2:22][C@@:21]2([CH3:23])[C@@H:13]([CH2:14][C@H:15]([CH3:29])[C@:16]2([O:24][C:25](=[O:28])[CH2:26][CH3:27])[C:17](=[O:20])[CH2:18][O:19][C:32](=[O:35])[CH2:33][CH3:34])[C@H:12]2[C@H:3]1[C@:4]1([CH3:31])[C:9]([CH2:10][CH2:11]2)=[CH:8][C:7](=[O:30])[CH:6]=[CH:5]1. Procedure: A solution of 11β-chloro-21-hydroxy-16β-methyl-17-propionyloxypregna-1,4-diene-3,20-dione(75 mg) in pyridine (1 ml) was cooled to 0° and treated with stirring with propionyl chloride (0.04 ml). After 90 minutes a little water was added and the solution poured into dilute hydrochloric acid. The precipitated solid was removed by filtration and recrystallized from methanol to give the title compound, m.p. 220°-222° (K), [α]D + 105° (c 0.6, chloroform) λmax 240nm (ε 15,060) (Found C, 65.9; H, 7.2; C... Starting materials: Clc1ccnc2c1CCN(Cc1ccccc1)C2, ClCCl, [N-]=[N+]=[N-], [Na+], CN(C)C=O. Yields the product [N-]=[N+]=Nc1ccnc2c1CCN(Cc1ccccc1)C2. RXN SMILES: [CH2:1]([c:2]1[cH:3][cH:4][cH:5][cH:6][cH:7]1)[N:8]1[CH2:9][CH2:10][c:11]2[c:12]([Cl:18])[cH:13][cH:14][n:15][c:16]2[CH2:17]1.[Cl:23][CH2:24][Cl:25].[N-:19]=[N+:20]=[N-:21].[Na+:22].[O:26]=[CH:27][N:28]([CH3:29])[CH3:30]>>[CH2:1]([c:2]1[cH:3][cH:4][cH:5][cH:6][cH:7]1)[N:8]1[CH2:9][CH2:10][c:11]2[c:12]([N:19]=[N+:20]=[N-:21])[cH:13][cH:14][n:15][c:16]2[CH2:17]1.